From a dataset of the Open Reaction Database (ORD), a public repository of structured organic reaction records. describe an organic reaction: reactants, conditions, products, and yield Reactants: COc1ccc(CCNC(=O)CCSCC(=O)NCCc2ccccc2)c2sc(=O)[nH]c12, CO, O, O. Yields the product COc1ccc(CCNC(=O)CCS(=O)(=O)CC(=O)NCCc2ccccc2)c2sc(=O)[nH]c12. Reaction SMILES: [CH3:1][O:2][c:3]1[cH:4][cH:5][c:6]([CH2:13][CH2:14][NH:15][C:16]([CH2:17][CH2:18][S:19][CH2:20][C:21]([NH:22][CH2:23][CH2:24][c:25]2[cH:26][cH:27][cH:28][cH:29][cH:30]2)=[O:31])=[O:32])[c:7]2[c:8]1[nH:9][c:10](=[O:12])[s:11]2.[CH3:35][OH:36].[OH2:33].[OH2:34]>>[CH3:1][O:2][c:3]1[cH:4][cH:5][c:6]([CH2:13][CH2:14][NH:15][C:16]([CH2:17][CH2:18][S:19]([CH2:20][C:21]([NH:22][CH2:23][CH2:24][c:25]2[cH:26][cH:27][cH:28][cH:29][cH:30]2)=[O:31])(=[O:33])=[O:34])=[O:32])[c:7]2[c:8]1[nH:9][c:10](=[O:12])[s:11]2. Starting materials: C1(=CC=CC=C1)CC/C=C/CCCC(=O)OC (methyl (E)-8-phenyl-5-octenoate). Run in O1CCOCC1 (dioxan), C([O-])([O-])=O.[Na+].[Na+] (sodium carbonate). Yields the product C1(=CC=CC=C1)CC/C=C/CCCC(=O)O ((E)-8-Phenyl-5-octenoic acid). RXN SMILES: [C:1]1([CH2:7][CH2:8]/[CH:9]=[CH:10]/[CH2:11][CH2:12][CH2:13][C:14]([O:16]C)=[O:15])[CH:6]=[CH:5][CH:4]=[CH:3][CH:2]=1>O1CCOCC1.C(=O)([O-])[O-].[Na+].[Na+]>[C:1]1([CH2:7][CH2:8]/[CH:9]=[CH:10]/[CH2:11][CH2:12][CH2:13][C:14]([OH:16])=[O:15])[CH:6]=[CH:5][CH:4]=[CH:3][CH:2]=1 |f:2.3.4|. Procedure: A stirred solution of methyl (E)-8-phenyl-5-octenoate (13.6 g) in dioxan (125 ml) and 10% sodium carbonate solution (125 ml) was heated under reflux for 7 hours then evaporated. The residue in water was washed with ether, acidified and extracted with ether and the extract was dried and evaporated. The residue was distilled under vacuum to give the title compound, b.p. 150° to 153° C./0.2 mm. Reaction SMILES: [CH3:28][N:29]([CH3:30])[CH:31]=[O:32].[F:18][c:19]1[c:20]([N+:25](=[O:26])[O-:27])[cH:21][cH:22][cH:23][cH:24]1.[H-:1].[N:16]#[N:17].[NH2:3][c:4]1[c:5]([C:11](=[O:12])[O:13][CH2:14][CH3:15])[n:6]([CH3:10])[c:7]([CH3:9])[cH:8]1.[Na+:2]>>[NH:3]([c:4]1[c:5]([C:11](=[O:12])[O:13][CH2:14][CH3:15])[n:6]([CH3:10])[c:7]([CH3:9])[cH:8]1)[c:19]1[c:20]([N+:25](=[O:26])[O-:27])[cH:21][cH:22][cH:23][cH:24]1. Product: CCOC(=O)c1c(Nc2ccccc2[N+](=O)[O-])cc(C)n1C. The reactants are CN(C)C=O, O=[N+]([O-])c1ccccc1F, [H-], N#N, CCOC(=O)c1c(N)cc(C)n1C, [Na+]. Starting materials: OOS(=O)[O-].[K+] (OXONE), KHSO5, OS(=O)(=O)[O-].[K+] (KHSO4), OOS(=O)[O-].[K+] (OXONE), O=O (oxygen), O=O (oxygen). Run in O (water). Reaction conditions: time 17 day. The product is S(=O)(=O)([O-])OOS(=O)(=O)[O-].[K+].[K+] (potassium monopersulfate). The yield is 11.2%. RXN SMILES: [OH:1][O:2][S:3]([O-:5])=[O:4].[K+:6].[O:7]=O.[OH:9][S:10]([O-])(=[O:12])=[O:11].[K+]>O>[S:3]([O:2][O:1][S:10]([O-:12])(=[O:11])=[O:9])([O-:7])(=[O:5])=[O:4].[K+:6].[K+:6] |f:0.1,3.4,6.7.8|. Procedure details: Comparative Example A was prepared as for the “Conventional Complete Solution” described in Table 2 of Example 1 of U.S. Pat. No. 6,818,142. A 11.2% potassium monopersulfate solution was prepared by dissolving OXONE (12.6 g) potassium monopersulfate in deionized water (100 g) at a temperature of 22° C. The OXONE was mixed until completely dissolved. The resulting solution produced was prepared below the saturation limit expressed in Table 1 above. The resulting solution contained 0.51% active ox... Reactants: Cc1nc(N2CCCCC2=O)sc1C(=O)NCc1ccccc1, O=Cc1cccnc1. The product is Cc1nc(N2CCCC(=Cc3cccnc3)C2=O)sc1C(=O)NCc1ccccc1. As a reaction SMILES: [CH2:9]([c:10]1[cH:11][cH:12][cH:13][cH:14][cH:15]1)[NH:16][C:17](=[O:18])[c:19]1[c:20]([CH3:31])[n:21][c:22]([N:24]2[C:25](=[O:30])[CH2:26][CH2:27][CH2:28][CH2:29]2)[s:23]1.[CH:1]([c:2]1[cH:3][n:4][cH:5][cH:6][cH:7]1)=[O:8]>>[CH:1]([c:2]1[cH:3][n:4][cH:5][cH:6][cH:7]1)=[C:26]1[C:25](=[O:30])[N:24]([c:22]2[n:21][c:20]([CH3:31])[c:19]([C:17]([NH:16][CH2:9][c:10]3[cH:11][cH:12][cH:13][cH:14][cH:15]3)=[O:18])[s:23]2)[CH2:29][CH2:28][CH2:27]1. Reactants: COC1=CC=C(CN(CC=2N(C=CN2)COCC[Si](C)(C)C)CC=2N(C=CN2)COCC[Si](C)(C)C)C=C1 (N-(4-methoxybenzyl)-N,N-bis[(1-{[2-(trimethylsilyl)ethoxy]methyl}-1H-imidazol-2-yl)methyl]amine). Reagents/catalysts: [C+4].[OH-].[Pd+2].[OH-].[OH-].[OH-].[OH-].[OH-] (palladium hydroxide carbon). Solvent: C(C)O (ethanol). Reaction conditions: temperature 65 celsius, time 3 hour. Product: C[Si](CCOCN1C(=NC=C1)CNCC=1N(C=CN1)COCC[Si](C)(C)C)(C)C (N,N-bis[(1-{[2-(trimethylsilyl)ethoxy]methyl}-1H-imidazol-2-yl)methyl]amine). The yield is 89.5%. As a reaction SMILES: COC1C=CC(C[N:8]([CH2:23][C:24]2[N:25]([CH2:29][O:30][CH2:31][CH2:32][Si:33]([CH3:36])([CH3:35])[CH3:34])[CH:26]=[CH:27][N:28]=2)[CH2:9][C:10]2[N:11]([CH2:15][O:16][CH2:17][CH2:18][Si:19]([CH3:22])([CH3:21])[CH3:20])[CH:12]=[CH:13][N:14]=2)=CC=1>C(O)C.[C+4].[OH-].[Pd+2].[OH-].[OH-].[OH-].[OH-].[OH-]>[CH3:20][Si:19]([CH3:22])([CH3:21])[CH2:18][CH2:17][O:16][CH2:15][N:11]1[CH:12]=[CH:13][N:14]=[C:10]1[CH2:9][NH:8][CH2:23][C:24]1[N:25]([CH2:29][O:30][CH2:31][CH2:32][Si:33]([CH3:36])([CH3:35])[CH3:34])[CH:26]=[CH:27][N:28]=1 |f:2.3.4.5.6.7.8.9|. Procedure details: To a solution of the compound 1 (665 mg) in ethanol (5 mL), 20% palladium hydroxide carbon (500 mg) was added under an argon atmosphere. The reaction mixture was stirred under a hydrogen gas atmosphere at 65° C. for 3 hours. The reaction mixture was filtered through Celite (trade name) and then concentrated. The obtained residue was purified by silica gel column chromatography (dichloromethane:methanol:28% ammonia water=10:1:0→80:10:1) to obtain the title compound (467 mg) having the following p...